Dataset: the Open Reaction Database (ORD), a public repository of structured organic reaction records. Task: describe an organic reaction: reactants, conditions, products, and yield The reactants are CS(C)=O, COc1cc([N+](=O)[O-])ccc1Cl, [H-], [Na+], OCCC1CCCO1. Yields the product COc1cc([N+](=O)[O-])ccc1OCCC1CCCO1. RXN SMILES: [CH3:23][S:24]([CH3:25])=[O:26].[Cl:11][c:12]1[c:13]([O:21][CH3:22])[cH:14][c:15]([N+:18](=[O:19])[O-:20])[cH:16][cH:17]1.[H-:10].[Na+:9].[O:1]1[CH:2]([CH2:6][CH2:7][OH:8])[CH2:3][CH2:4][CH2:5]1>>[O:1]1[CH:2]([CH2:6][CH2:7][O:8][c:12]2[c:13]([O:21][CH3:22])[cH:14][c:15]([N+:18](=[O:19])[O-:20])[cH:16][cH:17]2)[CH2:3][CH2:4][CH2:5]1. Reactants: CO, O=C1CC(c2c[nH]c3ccc(O)cc23)C(=O)N1. The product is O=C1C=C(c2c[nH]c3ccc(O)cc23)C(=O)N1. As a reaction SMILES: [CH3:18][OH:19].[OH:1][c:2]1[cH:3][c:4]2[c:5]([CH:11]3[C:12](=[O:17])[NH:13][C:14](=[O:16])[CH2:15]3)[cH:6][nH:7][c:8]2[cH:9][cH:10]1>>[OH:1][c:2]1[cH:3][c:4]2[c:5]([C:11]3=[CH:15][C:14](=[O:16])[NH:13][C:12]3=[O:17])[cH:6][nH:7][c:8]2[cH:9][cH:10]1. The reactants are [Cl-].[NH4+] (ammonium chloride), C(C)C(CC)(C1=CC(=C(C=C1)B1OC(C(O1)(C)C)(C)C)C)C1=CC(=C(OCC(C(C)(C)C)=O)C=C1)C (1-(4-{1-ethyl-1-[3-methyl-4-(4,4,5,5-tetramethyl-[1,3,2]dioxaborolan-2-yl)-phenyl]-propyl}-2-methyl-phenoxy)-3,3-dimethyl-butan-2-one), solution, CCC([BH-](C(CC)C)C(CC)C)C.[Li+] (L-selectride). Solvent: O1CCCC1 (tetrahydrofuran), O1CCCC1 (tetrahydrofuran). Reaction conditions: time 20 minute. Yields the product C(C)C(CC)(C1=CC(=C(C=C1)B1OC(C(O1)(C)C)(C)C)C)C1=CC(=C(OCC(C(C)(C)C)O)C=C1)C (1-(4-{1-ethyl-1-[3-methyl-4-(4,4,5,5-tetramethyl-[1,3,2]dioxaborolan-2-yl)-phenyl]-propyl}-2-methyl-phenoxy)-3,3-dimethyl-butan-2-ol). The yield is 83.3%. RXN SMILES: [CH2:1]([C:3]([C:22]1[CH:35]=[CH:34][C:25]([O:26][CH2:27][C:28](=[O:33])[C:29]([CH3:32])([CH3:31])[CH3:30])=[C:24]([CH3:36])[CH:23]=1)([C:6]1[CH:11]=[CH:10][C:9]([B:12]2[O:16][C:15]([CH3:18])([CH3:17])[C:14]([CH3:20])([CH3:19])[O:13]2)=[C:8]([CH3:21])[CH:7]=1)[CH2:4][CH3:5])[CH3:2].CCC(C)[BH-](C(C)CC)C(C)CC.[Li+].[Cl-].[NH4+]>O1CCCC1>[CH2:1]([C:3]([C:22]1[CH:35]=[CH:34][C:25]([O:26][CH2:27][CH:28]([OH:33])[C:29]([CH3:32])([CH3:31])[CH3:30])=[C:24]([CH3:36])[CH:23]=1)([C:6]1[CH:11]=[CH:10][C:9]([B:12]2[O:13][C:14]([CH3:19])([CH3:20])[C:15]([CH3:17])([CH3:18])[O:16]2)=[C:8]([CH3:21])[CH:7]=1)[CH2:4][CH3:5])[CH3:2] |f:1.2,3.4|. Reported procedure: A solution of 1-(4-{1-ethyl-1-[3-methyl-4-(4,4,5,5-tetramethyl-[1,3,2]dioxaborolan-2-yl)-phenyl]-propyl}-2-methyl-phenoxy)-3,3-dimethyl-butan-2-one (Example 30-(2); 0.50 g, 1.02 mmol) in tetrahydrofuran (10 mL) was cooled to −78° C. A 1 M solution of L-selectride (R) in tetrahydrofuran (1.0 mL) was added dropwise, and the mixture was stirred for 20 minutes. A saturated aqueous ammonium chloride solution was added to the reaction mixture, followed by extraction with ethyl acetate. The organic lay... The reactants are COC(=O)c1cc(Br)c(O)c(C(C)=O)c1, CI, CC(C)=O, [K+], [K+], O=C([O-])[O-]. The product is COC(=O)c1cc(Br)c(OC)c(C(C)=O)c1. As a reaction SMILES: [C:1]([CH3:2])(=[O:3])[c:4]1[cH:5][c:6]([C:7](=[O:8])[O:9][CH3:10])[cH:11][c:12]([Br:15])[c:13]1[OH:14].[CH3:22][I:23].[CH3:24][C:25](=[O:26])[CH3:27].[K+:16].[K+:17].[O-:18][C:19]([O-:20])=[O:21]>>[C:1]([CH3:2])(=[O:3])[c:4]1[cH:5][c:6]([C:7](=[O:8])[O:9][CH3:10])[cH:11][c:12]([Br:15])[c:13]1[O:14][CH3:19]. Starting materials: C(C(C)(C)C)(=O)O.C=S1C([C@@H](N2C(C([C@@H]12)=CC(C(C)C)=O)=O)C(=O)O)(C)C (methylene-(2S,5R)-3,3-dimethyl-6-(3-methyl-2-oxobutylidene)-7-oxo-4-thia-1-azabicyclo[3.2.0]heptane-2-carboxylate pivalate), suspension, solution, C(C)C(C(=O)[O-])CCCC.[Na+] (sodium 2-ethylcaproate). Solvent: CS(=O)C (dimethyl sulphoxide), P(=O)([O-])([O-])[O-] (phosphate), CCOCC (ether). Reaction conditions: time 2 hour. Yields the product CC1([C@@H](N2C(C([C@H]2S1)=CC(C(C)C)=O)=O)C(=O)[O-])C.[Na+] (sodium (2S,5R)-3,3-dimethyl-6-(3-methyl-2 -oxobutylidene)-7-oxo-4-thia-1-azabicyclo[3.2.0]heptane-2-carboxylate). RXN SMILES: C(O)(=O)C(C)(C)C.C=[S:9]1[C@H:15]2[N:12]([C:13](=[O:22])[C:14]2=[CH:16][C:17](=[O:21])[CH:18]([CH3:20])[CH3:19])[C@@H:11]([C:23]([OH:25])=[O:24])[C:10]1([CH3:27])[CH3:26].C(C(CCCC)C([O-])=O)C.[Na+:38]>CS(C)=O.P([O-])([O-])([O-])=O.CCOCC>[CH3:27][C:10]1([CH3:26])[S:9][C@H:15]2[N:12]([C:13](=[O:22])[C:14]2=[CH:16][C:17](=[O:21])[CH:18]([CH3:20])[CH3:19])[C@H:11]1[C:23]([O-:25])=[O:24].[Na+:38] |f:0.1,2.3,7.8|. Reported procedure: A suspension of 2.2 g of methylene-(2S,5R)-3,3-dimethyl-6-(3-methyl-2-oxobutylidene)-7-oxo-4-thia-1-azabicyclo[3.2.0]heptane-2-carboxylate pivalate in 300 ml of dimethyl sulphoxide and 500 ml of phosphate buffer (pH 7.1) is treated at 20° with 2 ml of a suspension of pig liver esterase (3 mg/ml). The reaction mixture is stirred at 20° for 2 hours and subsequently extracted with ether. The aqueous phase is acidified (pH 3.2) with 50% citric acid and extracted with ether. The organic extract is wa... Starting materials: OCC1CCCN2CCCCC12, O=[N+]([O-])c1ccc(F)cc1, [H-], [Na+], CN(C)C=O, O. Product: O=[N+]([O-])c1ccc(OCC2CCCN3CCCCC23)cc1. As a reaction SMILES: [CH:1]1([CH2:11][OH:12])[CH2:2][CH2:3][CH2:4][N:5]2[CH2:6][CH2:7][CH2:8][CH2:9][CH:10]12.[F:15][c:16]1[cH:17][cH:18][c:19]([N+:22](=[O:23])[O-:24])[cH:20][cH:21]1.[H-:13].[Na+:14].[O:26]=[CH:27][N:28]([CH3:29])[CH3:30].[OH2:25]>>[CH:1]1([CH2:11][O:12][c:16]2[cH:17][cH:18][c:19]([N+:22](=[O:23])[O-:24])[cH:20][cH:21]2)[CH2:2][CH2:3][CH2:4][N:5]2[CH2:6][CH2:7][CH2:8][CH2:9][CH:10]12. Starting materials: C(C)(=O)N1C(C(C2=CC=C(C=C12)C(=O)OC)=C(C1=CC=CC=C1)OCC)=O (1-acetyl-3-(1-ethoxy-1-phenylmethylene)-6-methoxycarbonyl-2-indolinone), C(C1=CC=CC=C1)N(C)CC1=CC=C(N)C=C1 (4-(N-benzyl-N-methyl-aminomethyl)-aniline). Yields the product C(C1=CC=CC=C1)N(C)CC1=CC=C(N\C(\C2=CC=CC=C2)=C\2/C(NC3=CC(=CC=C23)C(=O)OC)=O)C=C1 (3-Z-[1-(4-(N-benzyl-N-methyl-aminomethyl)-anilino)-1-phenyl-methylene]-6-methoxycarbonyl-2-indolinone). RXN SMILES: C([N:4]1[C:12]2[C:7](=[CH:8][CH:9]=[C:10]([C:13]([O:15][CH3:16])=[O:14])[CH:11]=2)[C:6](=[C:17](OCC)[C:18]2[CH:23]=[CH:22][CH:21]=[CH:20][CH:19]=2)[C:5]1=[O:27])(=O)C.[CH2:28]([N:35]([CH2:37][C:38]1[CH:44]=[CH:43][C:41]([NH2:42])=[CH:40][CH:39]=1)[CH3:36])[C:29]1[CH:34]=[CH:33][CH:32]=[CH:31][CH:30]=1>>[CH2:28]([N:35]([CH2:37][C:38]1[CH:39]=[CH:40][C:41]([NH:42]/[C:17](=[C:6]2\[C:5](=[O:27])[NH:4][C:12]3[C:7]\2=[CH:8][CH:9]=[C:10]([C:13]([O:15][CH3:16])=[O:14])[CH:11]=3)/[C:18]2[CH:23]=[CH:22][CH:21]=[CH:20][CH:19]=2)=[CH:43][CH:44]=1)[CH3:36])[C:29]1[CH:30]=[CH:31][CH:32]=[CH:33][CH:34]=1. Reported procedure: Prepared from 1-acetyl-3-(1-ethoxy-1-phenylmethylene)-6-methoxycarbonyl-2-indolinone and 4-(N-benzyl-N-methyl-aminomethyl)-aniline Rf value: 0.5 (silica gel, methylene chloride/methanol=10:1) C32H29N3O3 The yield is 85.7%. Starting materials: [N+](=[N-])=CC(=O)OCC (ethyl diazoacetate), C1(CC1)CO (cyclopropylmethanol). Reaction conditions: time 5 minute. The solvent is CCCCCCC (heptane), ClCCl (dichloromethane). Reported procedure: To a solution of cyclopropylmethanol (720 mg, 10.0 mmol) in dichloromethane (20 mL) is added rhodium (II) acetate dimer (10 mg) followed by ethyl diazoacetate (0.95 mL, 9.0 mmol). The reaction mixture is stirred at rt for 5 min. The reaction mixture is diluted with heptane, filtered through Celite, and the filtrate is evaporated and the residue is vacuum distilled at 150° C. to give 1.22 g of the product 462. 1H NMR (CDCl3) δ 4.2 (q, 2H), 4.09 (s, 2H), 3.37 (d, 2H), 1.27 (t, 3H), 1.09 (m, 1H), 0... Yields the product C(C)OC(COCC1CC1)=O ((Cyclopropyl)methoxyacetic acid ethyl ester). As a reaction SMILES: [CH:1]1([CH2:4][OH:5])[CH2:3][CH2:2]1.[N+](=[CH:8][C:9]([O:11][CH2:12][CH3:13])=[O:10])=[N-]>ClCCl.CCCCCCC.CC(O)=O.CC(O)=O.CC(O)=O.CC(O)=O.[Rh].[Rh]>[CH2:12]([O:11][C:9](=[O:10])[CH2:8][O:5][CH2:4][CH:1]1[CH2:3][CH2:2]1)[CH3:13] |f:4.5.6.7.8.9|. Reagents/catalysts: CC(=O)O.CC(=O)O.CC(=O)O.CC(=O)O.[Rh].[Rh] (rhodium (II) acetate dimer). Reactants: NC1=C(C=CC(N1C1=C(C=C(C=C1F)CC=O)F)=O)C(C1=C(C=C(C=C1)F)F)=O ({4-[6-amino-5-(2,4-difluoro-benzoyl)-2-oxo-2H-pyridin-1-yl]-3,5-difluoro-phenyl}-acetaldehyde), CC(N)(C)C(=O)OC(C)(C)C (tert-butyl 2-methylalaninate). The product is NC1=C(C=CC(N1C1=C(C=C(C=C1F)CCNC(C)(C(=O)O)C)F)=O)C(C1=C(C=C(C=C1)F)F)=O (N-(2-{4-[6-amino-5-(2,4-difluorobenzoyl)-2-oxopyridin-1(2H)-yl]-3,5-difluorophenyl}ethyl)-2-methylalanine). RXN SMILES: [NH2:1][C:2]1[N:7]([C:8]2[C:13]([F:14])=[CH:12][C:11]([CH2:15][CH:16]=O)=[CH:10][C:9]=2[F:18])[C:6](=[O:19])[CH:5]=[CH:4][C:3]=1[C:20](=[O:29])[C:21]1[CH:26]=[CH:25][C:24]([F:27])=[CH:23][C:22]=1[F:28].[CH3:30][C:31]([C:34]([O:36]C(C)(C)C)=[O:35])([CH3:33])[NH2:32]>>[NH2:1][C:2]1[N:7]([C:8]2[C:13]([F:14])=[CH:12][C:11]([CH2:15][CH2:16][NH:32][C:31]([CH3:30])([C:34]([OH:36])=[O:35])[CH3:33])=[CH:10][C:9]=2[F:18])[C:6](=[O:19])[CH:5]=[CH:4][C:3]=1[C:20](=[O:29])[C:21]1[CH:26]=[CH:25][C:24]([F:27])=[CH:23][C:22]=1[F:28]. Reported procedure: Example 12 was synthesised using Intermediate 4 and Intermediate 8 following the same synthetic route as Example 11 (Scheme 12).